describe an organic reaction: reactants, conditions, products, and yield From a dataset of the Open Reaction Database (ORD), a public repository of structured organic reaction records. Starting materials: IC=1C=C(C=CC1)O (m-iodophenol), C([O-])([O-])=O.[K+].[K+] (potassium carbonate), COCCl (chloromethyl methyl ether), C([O-])([O-])=O.[K+].[K+] (potassium carbonate), COCCl (chloromethyl methyl ether), O (water). The solvent is CC(=O)C (acetone). Run at time 65 hour. The product is IC1=CC(=CC=C1)OCOC (1-iodo-3-(methoxymethoxy)benzene). Isolated yield 102.5%. RXN SMILES: [I:1][C:2]1[CH:3]=[C:4]([OH:8])[CH:5]=[CH:6][CH:7]=1.C(=O)([O-])[O-].[K+].[K+].[CH3:15][O:16][CH2:17]Cl.O>CC(C)=O>[I:1][C:2]1[CH:7]=[CH:6][CH:5]=[C:4]([O:8][CH2:15][O:16][CH3:17])[CH:3]=1 |f:1.2.3|. Procedure details: To a solution of m-iodophenol (3.00 g, 13.6 mmol) in acetone (30 ml) were added potassium carbonate (2.30 g, 16.6 mmol) and chloromethyl methyl ether (1.20 g, 14.9 mmol) under ice cooling and the mixture was stirred for 65 hours at room temperature. To the reaction mixture were further added potassium carbonate (0.600 g, 4.30 mmol) and chloromethyl methyl ether (0.300 g, 3.70 mmol), and the mixture was stirred for 2 hours at room temperature. To the reaction mixture was added water and the mixtu... Starting materials: C(=O)(O)C=1C(N(C(=NN1)S)N)=O (6-carboxy-3-mercapto-4-amino-1,2,4-triazin-5-one), C(C)(=O)OC(C)=O (acetic anhydride), O.O=C(C(=O)O)C(=O)O (ketomalonic acid hydrate), NNC(=S)NN (thiocarbohydrazide). Run in CC(=O)C (acetone), alcohol. Reaction conditions: temperature 80 celsius, time 1 hour. The product is C(=O)(OC(C)(C)C)C=1C(N(C(=NN1)S)NC(=O)C)=O (6-(Carbo-t-butoxy)-3-mercapto-4-acetamino-1,2,4-triazin-5-one). As a reaction SMILES: [C:1]([C:4]1[C:5](=[O:12])[N:6]([NH2:11])[C:7]([SH:10])=[N:8][N:9]=1)([OH:3])=[O:2].O.O=[C:15]([C:19](O)=O)[C:16](O)=O.NN[C:24](NN)=S.[C:28](OC(=O)C)(=[O:30])[CH3:29]>CC(C)=O>[C:1]([C:4]1[C:5](=[O:12])[N:6]([NH:11][C:28]([CH3:29])=[O:30])[C:7]([SH:10])=[N:8][N:9]=1)([O:3][C:15]([CH3:16])([CH3:19])[CH3:24])=[O:2] |f:1.2|. Procedure: Example 1 is repeated using 1.0 g of 6-carboxy-3-mercapto-4-amino-1,2,4-triazin-5-one, prepared from ketomalonic acid hydrate and thiocarbohydrazide as previously described in my application Ser. No. 6/238,480 (filed 2/26/81), in 30 ml of acetic anhydride. The reaction mixture is heated at 80° C. to dissolve the acid; then for one hour at 90° C. and then for 3 hours at 110° C. The product, isolated as before, melts at 50°-60° C. and is soluble in acetone and alcohol. It decomposes at about 120° ... The reactants are CC(C)Br, O=C([O-])[O-], [K+], [K+], CN(C)C=O, O, COc1cc(C=O)ccc1O. Product: COc1cc(C=O)ccc1OC(C)C. RXN SMILES: [Br:18][CH:19]([CH3:20])[CH3:21].[C:12](=[O:13])([O-:14])[O-:15].[K+:16].[K+:17].[O:23]=[CH:24][N:25]([CH3:26])[CH3:27].[OH2:22].[OH:1][c:2]1[c:3]([O:10][CH3:11])[cH:4][c:5]([CH:6]=[O:7])[cH:8][cH:9]1>>[O:1]([c:2]1[c:3]([O:10][CH3:11])[cH:4][c:5]([CH:6]=[O:7])[cH:8][cH:9]1)[CH:19]([CH3:20])[CH3:21]. Starting materials: C(C1=CC=CC=C1)C1=CC=C(OC=2C=CC(=C(C2)N(C(OC(C)(C)C)=O)C)[N+](=O)[O-])C=C1 (t-butyl N-[5-(4-benzylphenoxy)-2-nitrophenyl]-N-methylcarbamate), C1(=CC=CC=C1)C.C(C)(=O)OCC (toluene ethyl acetate). The reagents and catalysts are [Pd] (palladium on carbon). Run in CCCCCC.C(C)(=O)OCC (n-hexane ethyl acetate). Yields the product NC1=C(C=C(C=C1)OC1=CC=C(C=C1)CC1=CC=CC=C1)N(C(OC(C)(C)C)=O)C (t-Butyl N-[2-amino-5-(4-benzylphenoxy)phenyl]-N-methylcarbamate). The yield is 88.9%. As a reaction SMILES: [CH2:1]([C:8]1[CH:32]=[CH:31][C:11]([O:12][C:13]2[CH:14]=[CH:15][C:16]([N+:28]([O-])=O)=[C:17]([N:19]([CH3:27])[C:20](=[O:26])[O:21][C:22]([CH3:25])([CH3:24])[CH3:23])[CH:18]=2)=[CH:10][CH:9]=1)[C:2]1[CH:7]=[CH:6][CH:5]=[CH:4][CH:3]=1.C1(C)C=CC=CC=1.C(OCC)(=O)C>[Pd].CCCCCC.C(OCC)(=O)C>[NH2:28][C:16]1[CH:15]=[CH:14][C:13]([O:12][C:11]2[CH:10]=[CH:9][C:8]([CH2:1][C:2]3[CH:7]=[CH:6][CH:5]=[CH:4][CH:3]=3)=[CH:32][CH:31]=2)=[CH:18][C:17]=1[N:19]([CH3:27])[C:20](=[O:26])[O:21][C:22]([CH3:23])([CH3:25])[CH3:24] |f:1.2,4.5|. Reported procedure: In a similar manner to that described in Reference Example 7, a reaction was carried out using t-butyl N-[5-(4-benzylphenoxy)-2-nitrophenyl]-N-methylcarbamate (12.2 g), palladium on carbon (10%, 0.91 g) and toluene/ethyl acetate=1/1 (140 ml) and the reaction mixture was purified to give the title compound (10.1 g). Reactants: FC1=CC=C(C=O)C=C1 (4-fluorobenzaldehyde), C(C(C)C)(=O)CC(=O)OCC (ethyl isobutyrylacetate), N1CCCCC1 (piperdine), CC(=O)O (HOAc). The solvent is C1=CC=CC=C1 (benzene), O (water), CCOCC (Et2O). Product: FC1=CC=C(C=C1)C=C(C(=O)OCC)C(C(C)C)=O (2-[(4-Fluorophenyl)methylene]-4-methyl-3-oxopentanoic acid, ethyl ester). Yield: 83.9%. Reaction SMILES: [F:1][C:2]1[CH:9]=[CH:8][C:5]([CH:6]=O)=[CH:4][CH:3]=1.[C:10]([CH2:15][C:16]([O:18][CH2:19][CH3:20])=[O:17])(=[O:14])[CH:11]([CH3:13])[CH3:12].N1CCCCC1.CC(O)=O>C1C=CC=CC=1.CCOCC.O>[F:1][C:2]1[CH:9]=[CH:8][C:5]([CH:6]=[C:15]([C:10](=[O:14])[CH:11]([CH3:13])[CH3:12])[C:16]([O:18][CH2:19][CH3:20])=[O:17])=[CH:4][CH:3]=1. Procedure details: A mixture of 4-fluorobenzaldehyde (3.00 gm, 24 mmol), ethyl isobutyrylacetate (3.82 gm, 24 mmol), piperdine (240 ul), and HOAc (42 ul) was refluxed in benzene (15 ml) with removal of water (Dean-Stark trap) for 22 hours. The cooled mixture was diluted with Et2O and washed successively with 2% HCl, saturated NaHCO3, H2O, and brine, then dried (Na2SO4), filtered, and stripped to yield an oil. Distillation of the oil (bp 110°-113° C. at 0.25 mm) afforded the title compound (5.32 gm, 83%) as a pale ... The reactants are C1=CC=CC2=C1CNC1=C(S2)C=CC=C1 (10,11-dihydrodibenz[b,f][1,4] thiazepine), compound, CC1=C(C(=O)NC2=CC=C(C(=O)Cl)C=C2)C=CC=C1 (4-[(2-methylbenzoyl) amino]benzoyl chloride), O=C1NC2=C(SC3=C1C=CC=C3)C=CC=C2 (10,11-dihydro-11-oxodibenz[b,f] [1,4]thiazepine), B.CSC (borane dimethylsulfide). Reagents/catalysts: CN(C1=CC=NC=C1)C (4-(dimethylamino) pyridine). Solvent: ClCCl (dichloromethane), ClCCl (di-chloromethane), C(C)N(CC)CC (triethylamine), O1CCCC1 (tetrahydrofuran), O1CCCC1 (tetrahydrofuran). Run at time 18 hour. The product is C1=CC=CC2=C1CN(C1=C(S2)C=CC=C1)C(=O)C1=CC=C(C=C1)NC(C1=C(C=CC=C1)C)=O (N-[4-[(Dibenz[b,f][1,4]thiazepin-10(11H)yl) carbonyl]-phenyl]-2-methylbenzamide). Isolated yield 16.9%. As a reaction SMILES: O=[C:2]1[C:8]2[CH:9]=[CH:10][CH:11]=[CH:12][C:7]=2[S:6][C:5]2[CH:13]=[CH:14][CH:15]=[CH:16][C:4]=2[NH:3]1.B.CSC.C1C2CNC3C=CC=CC=3SC=2C=CC=1.[CH3:36][C:37]1[CH:54]=[CH:53][CH:52]=[CH:51][C:38]=1[C:39]([NH:41][C:42]1[CH:50]=[CH:49][C:45]([C:46](Cl)=[O:47])=[CH:44][CH:43]=1)=[O:40]>O1CCCC1.ClCCl.CN(C)C1C=CN=CC=1.C(N(CC)CC)C>[CH:9]1[C:8]2[CH2:2][N:3]([C:46]([C:45]3[CH:44]=[CH:43][C:42]([NH:41][C:39](=[O:40])[C:38]4[CH:51]=[CH:52][CH:53]=[CH:54][C:37]=4[CH3:36])=[CH:50][CH:49]=3)=[O:47])[C:4]3[CH:16]=[CH:15][CH:14]=[CH:13][C:5]=3[S:6][C:7]=2[CH:12]=[CH:11][CH:10]=1 |f:1.2|. Procedure: As described for in Reference Example 12, a mixture of 3.3 g of 10,11-dihydro-11-oxodibenz[b,f] [1,4]thiazepine, 25 ml of tetrahydrofuran, 4.0 ml of 10 molar borane-dimethylsulfide (2.67 equiyalents) in tetrahydrofuran is stirred at room temperature 18 hours to give, after work-up, 10,11-dihydrodibenz[b,f][1,4] thiazepine as white crystals, m.p. 145°-148° C. The preceding compound (3.5 g) is suspended in 25 ml of dichloromethane and a solution of 1.8 g of 4-[(2-methylbenzoyl) amino]benzoyl chlor... Starting materials: C1CCOC1, Cc1nc(NC(=O)N2CC(O[Si](c3ccccc3)(c3ccccc3)C(C)(C)C)C2)sc1-c1ccc(Cl)c(S(C)(=O)=O)c1. Yields the product Cc1nc(NC(=O)N2CC(O)C2)sc1-c1ccc(Cl)c(S(C)(=O)=O)c1. As a reaction SMILES: [CH2:43]1[O:44][CH2:45][CH2:46][CH2:47]1.[Cl:1][c:2]1[c:3]([S:39](=[O:40])(=[O:41])[CH3:42])[cH:4][c:5](-[c:8]2[c:9]([CH3:38])[n:10][c:11]([NH:13][C:14](=[O:15])[N:16]3[CH2:17][CH:18]([O:20][Si:21]([C:22]([CH3:23])([CH3:24])[CH3:25])([c:26]4[cH:27][cH:28][cH:29][cH:30][cH:31]4)[c:32]4[cH:33][cH:34][cH:35][cH:36][cH:37]4)[CH2:19]3)[s:12]2)[cH:6][cH:7]1>>[Cl:1][c:2]1[c:3]([S:39](=[O:40])(=[O:41])[CH3:42])[cH:4][c:5](-[c:8]2[c:9]([CH3:38])[n:10][c:11]([NH:13][C:14](=[O:15])[N:16]3[CH2:17][CH:18]([OH:20])[CH2:19]3)[s:12]2)[cH:6][cH:7]1.